From a dataset of the Open Reaction Database (ORD), a public repository of structured organic reaction records. describe an organic reaction: reactants, conditions, products, and yield Starting materials: C1(=CC=CC=C1)C1CC(C2=CC=CC=C12)=O (3-Phenyl-1-indanone), C1(=CC=CC=C1)C1=CC(C2=CC=CC=C12)CC(=O)OCC (ethyl 3-phenylindene-1-acetate), esters, II (I2), BrCC(=O)OCC (Ethyl bromoacetate). The reagents and catalysts are [Pd] (Pd/C), [Zn] (Zn). The solvent is C1=CC=CC=C1 (C6H6), O (H2O), C(C)(=O)O (acetic acid), CCOCC (Et2O). Yields the product C1(=CC=CC=C1)C1CC(C2=CC=CC=C12)CC(=O)OCC (ethyl 3-phenylindan-1-acetate). Reaction SMILES: C1(C2C3C(=CC=CC=3)C(=O)C2)C=CC=CC=1.II.BrCC(OCC)=O.[C:26]1([C:32]2[C:40]3[C:35](=[CH:36][CH:37]=[CH:38][CH:39]=3)[CH:34]([CH2:41][C:42]([O:44][CH2:45][CH3:46])=[O:43])[CH:33]=2)[CH:31]=[CH:30][CH:29]=[CH:28][CH:27]=1>C1C=CC=CC=1.[Zn].[Pd].C(O)(=O)C.CCOCC.O>[C:26]1([CH:32]2[C:40]3[C:35](=[CH:36][CH:37]=[CH:38][CH:39]=3)[CH:34]([CH2:41][C:42]([O:44][CH2:45][CH3:46])=[O:43])[CH2:33]2)[CH:27]=[CH:28][CH:29]=[CH:30][CH:31]=1. Procedure: 3-Phenyl-1-indanone (83 g, 0.4 mol) was dried by refluxing in C6H6 (120 ml) with removal of the azeotroped H2O. To this solution was added Et2O (120 ml) and Zn wool (26.25 g, 0.4 mol). The reaction mixture was heated to near reflux and a crystal of I2 added. Ethyl bromoacetate (110 g, 0.6 mol) was added over 2 hours, the temperature being kept near reflux by heat of reaction and some external heating. After the addition, the mixture was stirred and refluxed for a further 0.5 hour, cooled and pou... Starting materials: O[C@@H]1C[C@H](C2=C1N=CN=C2N2CCN(CC2)C(=O)OC(C)(C)C)C (tert-Butyl 4-((5R,7R)-7-hydroxy-5-methyl-6,7-dihydro-5H-cyclopenta[d]pyrimidin-4-yl)piperazine-1-carboxylate), CCN(CC)S(F)(F)F (DAST). Solvent: C(Cl)Cl (methylene chloride). Reaction conditions: temperature -20 celsius, time 1 hour. The product is F[C@H]1C[C@H](C2=C1N=CN=C2N2CCN(CC2)C(=O)OC(C)(C)C)C (tert-butyl 4-((5R,7S)-7-fluoro-5-methyl-6,7-dihydro-5H-cyclopenta[d]pyrimidin-4-yl)piperazine-1-carboxylate). The yield is 60.6%. RXN SMILES: O[C@H:2]1[C:6]2[N:7]=[CH:8][N:9]=[C:10]([N:11]3[CH2:16][CH2:15][N:14]([C:17]([O:19][C:20]([CH3:23])([CH3:22])[CH3:21])=[O:18])[CH2:13][CH2:12]3)[C:5]=2[C@H:4]([CH3:24])[CH2:3]1.CCN(S(F)(F)[F:31])CC>C(Cl)Cl>[F:31][C@@H:2]1[C:6]2[N:7]=[CH:8][N:9]=[C:10]([N:11]3[CH2:16][CH2:15][N:14]([C:17]([O:19][C:20]([CH3:23])([CH3:22])[CH3:21])=[O:18])[CH2:13][CH2:12]3)[C:5]=2[C@H:4]([CH3:24])[CH2:3]1. Procedure details: tert-Butyl 4-((5R,7R)-7-hydroxy-5-methyl-6,7-dihydro-5H-cyclopenta[d]pyrimidin-4-yl)piperazine-1-carboxylate (1.190 g, 3.558 mmol) was dissolved in methylene chloride (55 mL) and cooled to −20° C. The solution was treated with DAST (1.410 mL, 10.68 mmol) and stirred at −20° C. for 1 hour. The reaction was quenched with ice and then warmed to ambient temperature. The mixture was diluted with saturated NH4Cl and separated. The aqueous phase was extracted with methylene chloride (2×), and the combi... Starting materials: CCOC(=O)CCc1ccc(C)nc1, COCCOC, CCOC=O, [H-], [Na+]. The product is CCOC(=O)C(C=O)Cc1ccc(C)nc1. Reaction SMILES: [CH3:1][c:2]1[cH:3][cH:4][c:5]([CH2:8][CH2:9][C:10](=[O:11])[O:12][CH2:13][CH3:14])[cH:6][n:7]1.[CH3:22][O:23][CH2:24][CH2:25][O:26][CH3:27].[CH:15](=[O:16])[O:17][CH2:18][CH3:19].[H-:20].[Na+:21]>>[CH3:1][c:2]1[cH:3][cH:4][c:5]([CH2:8][CH:9]([C:10](=[O:11])[O:12][CH2:13][CH3:14])[CH:15]=[O:16])[cH:6][n:7]1. The reactants are C(CC)C=1NC=2C(=NC=CC2C)N1 (2-propyl-7-methylimidazo[4,5-b]pyridine), C1(=CC=CC=C1)C(N1N=NN=C1C1=CC=CC=C1C1=CC=C(C=C1)CBr)(C1=CC=CC=C1)C1=CC=CC=C1 (N-triphenylmethyl-5-(4'-bromomethylbiphen-2-yl)tetrazole), [H-].[Na+] (NaH). Yields the product C1(=CC=CC=C1)C(N1N=NN=C1C1=C(C2=CC=C(C=C2)CN2C(=NC=3C2=NC=CC3C)CCC)C=CC=C1)(C1=CC=CC=C1)C1=CC=CC=C1 (3-[2'-(N-triphenylmethyltetrazol-5-yl)biphen-4-yl]methyl-7-methyl-2-propyl-3H-imidazo[4,5-b]pyridine). As a reaction SMILES: [CH2:1]([C:4]1[NH:5][C:6]2[C:7]([N:13]=1)=[N:8][CH:9]=[CH:10][C:11]=2[CH3:12])[CH2:2][CH3:3].[C:14]1([C:20]([C:46]2[CH:51]=[CH:50][CH:49]=[CH:48][CH:47]=2)([C:40]2[CH:45]=[CH:44][CH:43]=[CH:42][CH:41]=2)[N:21]2[C:25]([C:26]3[C:31]([C:32]4[CH:37]=[CH:36][C:35]([CH2:38]Br)=[CH:34][CH:33]=4)=[CH:30][CH:29]=[CH:28][CH:27]=3)=[N:24][N:23]=[N:22]2)[CH:19]=[CH:18][CH:17]=[CH:16][CH:15]=1.[H-].[Na+]>>[C:46]1([C:20]([C:14]2[CH:19]=[CH:18][CH:17]=[CH:16][CH:15]=2)([C:40]2[CH:41]=[CH:42][CH:43]=[CH:44][CH:45]=2)[N:21]2[C:25]([C:26]3[CH:27]=[CH:28][CH:29]=[CH:30][C:31]=3[C:32]3[CH:37]=[CH:36][C:35]([CH2:38][N:13]4[C:7]5=[N:8][CH:9]=[CH:10][C:11]([CH3:12])=[C:6]5[N:5]=[C:4]4[CH2:1][CH2:2][CH3:3])=[CH:34][CH:33]=3)=[N:24][N:23]=[N:22]2)[CH:51]=[CH:50][CH:49]=[CH:48][CH:47]=1 |f:2.3|. Reported procedure: 3-[2'-(N-triphenylmethyltetrazol-5-yl)biphen-4-yl]methyl-7-methyl-2-propyl-3H-imidazo[4,5-b]pyridine was prepared according to the procedure described in Example 7, Part A from 2-propyl-7-methylimidazo[4,5-b]pyridine (991 mg, 5.66 mmol), N-triphenylmethyl-5-(4'-bromomethylbiphen-2-yl)tetrazole (3.0 g, 5.39 mmol), and NaH (6.47 mmol). Starting materials: COC1=NC2=CC(=C(C=C2N=C1NC(OCC)=O)OC)OC (Ethyl N-(2,6,7-trimethoxyquinoxalin-3-yl)carbamate), BrC=1C=C(C=CC1)N1CCNCC1 (1-(3-bromophenyl)piperazine). Product: COC1=NC2=CC(=C(C=C2N=C1NC(=O)N1CCN(CC1)C1=CC(=CC=C1)Br)OC)OC (1-[(2,6,7-Trimethoxyquinoxalin-3-yl)aminocarbonyl]-4-(3-bromophenyl)piperazine). The yield is 63.0%. RXN SMILES: [CH3:1][O:2][C:3]1[C:12]([NH:13][C:14](=[O:18])OCC)=[N:11][C:10]2[C:5](=[CH:6][C:7]([O:21][CH3:22])=[C:8]([O:19][CH3:20])[CH:9]=2)[N:4]=1.[Br:23][C:24]1[CH:25]=[C:26]([N:30]2[CH2:35][CH2:34][NH:33][CH2:32][CH2:31]2)[CH:27]=[CH:28][CH:29]=1>>[CH3:1][O:2][C:3]1[C:12]([NH:13][C:14]([N:33]2[CH2:32][CH2:31][N:30]([C:26]3[CH:27]=[CH:28][CH:29]=[C:24]([Br:23])[CH:25]=3)[CH2:35][CH2:34]2)=[O:18])=[N:11][C:10]2[C:5](=[CH:6][C:7]([O:21][CH3:22])=[C:8]([O:19][CH3:20])[CH:9]=2)[N:4]=1. Procedure details: Ethyl N-(2,6,7-trimethoxyquinoxalin-3-yl)carbamate and 1-(3-bromophenyl)piperazine were reacted by the same way with the example 190 to obtain the titled compound (yield, 63%). 1H NMR (300 MHz, CDCl3) δ 3.28-3.30 (m, 4H), 3.78 (m, 4H), 3.97 (s, 3H), 3.99 (s, 3H), 4.13 (s, 3H), 6.86 (m, 1H), 7.01 (s, 1H), 7.06-7.07 (m, 1H), 7.13-7.16 (m, 2H), 7.22-7.28 (m, 2H). Starting materials: C(CCC)OC(C(NC(CNC([C@H](NC(=O)OCC1=CC=CC=C1)C(C)C)=O)=O)CCCNC(N)=N)OCCCC (N-benzyloxycarbonyl-D-valyl-glycyl-D,L-argininal dibutyl acetal). The reagents and catalysts are [Pd] (palladium black). The solvent is CO (methanol). Product: C(CCC)OC(C(NC(CNC([C@H](N)C(C)C)=O)=O)CCCNC(N)=N)OCCCC (D-valyl-glycyl-D,L-argininal dibutyl acetal). The yield is 136.1%. RXN SMILES: [CH2:1]([O:5][CH:6]([O:37][CH2:38][CH2:39][CH2:40][CH3:41])[CH:7]([CH2:30][CH2:31][CH2:32][NH:33][C:34](=[NH:36])[NH2:35])[NH:8][C:9](=[O:29])[CH2:10][NH:11][C:12](=[O:28])[C@@H:13]([CH:25]([CH3:27])[CH3:26])[NH:14]C(OCC1C=CC=CC=1)=O)[CH2:2][CH2:3][CH3:4]>CO.[Pd]>[CH2:38]([O:37][CH:6]([O:5][CH2:1][CH2:2][CH2:3][CH3:4])[CH:7]([CH2:30][CH2:31][CH2:32][NH:33][C:34](=[NH:35])[NH2:36])[NH:8][C:9](=[O:29])[CH2:10][NH:11][C:12](=[O:28])[C@@H:13]([CH:25]([CH3:26])[CH3:27])[NH2:14])[CH2:39][CH2:40][CH3:41]. Reported procedure: 132 mg of the N-benzyloxycarbonyl-D-valyl-glycyl-D,L-argininal dibutyl acetal was dissolved in 10 ml of methanol and subjected to catalytic reduction with palladium black for four hours. After the completion of the reaction, the palladium black was removed and the solvent was distilled off in vacuo to give 138 mg of D-valyl-glycyl-D,L-argininal dibutyl acetal in the form of a powder.